From a dataset of the Open Reaction Database (ORD), a public repository of structured organic reaction records. describe an organic reaction: reactants, conditions, products, and yield Reactants: C(CCC)[Sn](CCCC)(CCCC)Cl (Tributyltin chloride), O1CCCC1 (Tetrahydrofuran), O1C(OCC1)C=1OC=CC1 (2-(1,3-dioxolan-2-yl)furan), C(CCC)[Li] (n-butyllithium). The solvent is CCCCCC (n-hexane), O (Water). Reaction conditions: time 3 hour. The product is C(CCC)[Sn](C=1OC(=CC1)C1OCCO1)(CCCC)CCCC (tributyl[5-(1,3-dioxolan-2-yl)furan-2-yl]tin). The yield is 75.5%. Reaction SMILES: O1CCCC1.[O:6]1[CH2:10][CH2:9][O:8][CH:7]1[C:11]1[O:12][CH:13]=[CH:14][CH:15]=1.C([Li])CCC.[CH2:21]([Sn:25](Cl)([CH2:30][CH2:31][CH2:32][CH3:33])[CH2:26][CH2:27][CH2:28][CH3:29])[CH2:22][CH2:23][CH3:24]>O.CCCCCC>[CH2:30]([Sn:25]([CH2:21][CH2:22][CH2:23][CH3:24])([CH2:26][CH2:27][CH2:28][CH3:29])[C:13]1[O:12][C:11]([CH:7]2[O:8][CH2:9][CH2:10][O:6]2)=[CH:15][CH:14]=1)[CH2:31][CH2:32][CH3:33]. Reported procedure: Tetrahydrofuran (10 mL) solution of 2-(1,3-dioxolan-2-yl)furan (1.0 g, 7.1 mmol) was cooled to −78° C., and n-hexane solution of 1.6 mol/L n-butyllithium (4.5 mL, 7.2 mmol) was dropwise added thereto, and stirred for 3 hours. Tributyltin chloride (2.6 g, 7.9 mmol) was dropwise added to the reaction mixture, and stirred for 5 hours with heating up to room temperature. Water (10 mL) was added to the reaction mixture, and extracted with ethyl acetate (50 mL). The organic layer was dried over anhydr...